Dataset: the Open Reaction Database (ORD), a public repository of structured organic reaction records. Task: describe an organic reaction: reactants, conditions, products, and yield The reactants are [K+], [K+], O=C=O, [O-]c1ccccc1, Cc1cccc(O)c1C(=O)[O-]. Yields the product O=C(O)c1ccc(O)cc1. RXN SMILES: [K+:20].[K+:8].[O:21]=[C:22]=[O:23].[c:1]1([O-:7])[cH:2][cH:3][cH:4][cH:5][cH:6]1.[c:9]1([C:17](=[O:18])[O-:19])[c:10]([CH3:11])[cH:12][cH:13][cH:14][c:15]1[OH:16]>>[c:1]1([OH:7])[cH:2][cH:3][c:4]([C:17](=[O:18])[OH:19])[cH:5][cH:6]1.